describe an organic reaction: reactants, conditions, products, and yield From a dataset of the Open Reaction Database (ORD), a public repository of structured organic reaction records. The reactants are BrCC(=O)C1=CC(=CC=C1)OCCCCl (2-Bromo-1-[3-(3-chloro-propoxy)-phenyl]-ethanone), NC1=NC=CC(=C1)C (2-amino-4-picoline). Solvent: C(C)O (ethanol). Yields the product ClCCCOC=1C=C(C=CC1)C=1N=C2N(C=CC(=C2)C)C1 (2-[3-(3-Chloro-propoxy)-phenyl]-7-methyl-imidazo[1,2-a]pyridine). The yield is 48.7%. RXN SMILES: Br[CH2:2][C:3]([C:5]1[CH:10]=[CH:9][CH:8]=[C:7]([O:11][CH2:12][CH2:13][CH2:14][Cl:15])[CH:6]=1)=O.[NH2:16][C:17]1[CH:22]=[C:21]([CH3:23])[CH:20]=[CH:19][N:18]=1>C(O)C>[Cl:15][CH2:14][CH2:13][CH2:12][O:11][C:7]1[CH:6]=[C:5]([C:3]2[N:16]=[C:17]3[CH:22]=[C:21]([CH3:23])[CH:20]=[CH:19][N:18]3[CH:2]=2)[CH:10]=[CH:9][CH:8]=1. Procedure details: A solution of the product of Step B (2.6 g) and 2-amino-4-picoline (0.96 g) in ethanol (10 mL) was heated at 73° C. for 2 hours. The reaction mixture was cooled to ambient temperature and the solvent evaporated in vacuo. The residue was dissolved in dichloromethane (75 mL), washed with saturated sodium bicarbonate solution (2×75 mL), brine (75 mL), dried over magnesium sulfate, filtered and evaporated. The residue was purified via silica gel chromatography (ethyl acetate/hexane) to give the titl... RXN SMILES: [Br:13][CH2:14][CH2:15][CH2:16][CH2:17][CH3:18].[Br:3][c:4]1[c:5]2[cH:6][cH:7][nH:8][c:9]2[cH:10][cH:11][cH:12]1.[CH3:19][N:20]([CH3:21])[CH:22]=[O:23].[H-:1].[Na+:2]>>[Br:3][c:4]1[c:5]2[cH:6][cH:7][n:8]([CH2:14][CH2:15][CH2:16][CH2:17][CH3:18])[c:9]2[cH:10][cH:11][cH:12]1. The reactants are CCCCCBr, Brc1cccc2[nH]ccc12, CN(C)C=O, [H-], [Na+]. Yields the product CCCCCn1ccc2c(Br)cccc21. The reactants are NC1=NC(=CC(=N1)C(=O)O)C=1OC=CC1 (2-amino-6-(2-furyl)pyrimidine-4-carboxylic acid), O.ON1N=NC2=C1C=CC=C2 (1-hydroxybenzotriazole hydrate), N1C=CC2=CC(=CC=C12)CN (indole-5-methanamine), N=C=N (carbodiimide). Solvent: CN(C)C=O (DMF). Reaction conditions: time 24 hour. The product is NC1=NC(=CC(=N1)C(=O)NCC=1C=C2C=CNC2=CC1)C=1OC=CC1 (2-Amino-6-(2-furyl)-N-(5-indolylmethyl)pyrimidine-4-carboxamide). Yield: 59.4%. RXN SMILES: [NH2:1][C:2]1[N:7]=[C:6]([C:8]([OH:10])=O)[CH:5]=[C:4]([C:11]2[O:12][CH:13]=[CH:14][CH:15]=2)[N:3]=1.[NH:16]1[C:24]2[C:19](=[CH:20][C:21]([CH2:25][NH2:26])=[CH:22][CH:23]=2)[CH:18]=[CH:17]1.N=C=N.O.ON1C2C=CC=CC=2N=N1>CN(C=O)C>[NH2:1][C:2]1[N:7]=[C:6]([C:8]([NH:26][CH2:25][C:21]2[CH:20]=[C:19]3[C:24](=[CH:23][CH:22]=2)[NH:16][CH:17]=[CH:18]3)=[O:10])[CH:5]=[C:4]([C:11]2[O:12][CH:13]=[CH:14][CH:15]=2)[N:3]=1 |f:3.4|. Procedure details: A mixture consisting of 2-amino-6-(2-furyl)pyrimidine-4-carboxylic acid (206 mg, 1.0 mmol), indole-5-methanamine (146 mg, 1.0 mmol), polymer supported carbodiimide (Argonaut Technologies, loading 1.38 mmol/g, 1.10 g, 1.5 mmol) and 1-hydroxybenzotriazole hydrate (203 mg, 1.5 mmol) in DMF (5 mL) was stirred at room temperature for 24 hr. The mixture was filtered through a pad of Celite, washing through with EtOAc. The filtrate was washed successively with H2O (10 mL), 2-M Na2CO3 (2×10 mL) and H2O ... Reactants: C=1C=CC2=C(C1)N=NN2O (HOBT), C1(=CC=CC=C1)C1=C(C=2C(=C3C=CN=CC3=CC2)N1)C(=O)O (2-phenyl-1H-pyrrolo[2,3-f]isoquinoline-3-carboxylic acid), CCN(C(C)C)C(C)C (DIEA), CCN=C=NCCCN(C)C.Cl (EDCI hydrochloride), N (NH3). Run in O (water), C(C)OC(C)=O (Ethylacetate), C1CCOC1 (THF). Reaction conditions: temperature 0 celsius. Product: C1(=CC=CC=C1)C1=C(C=2C(=C3C=CN=CC3=CC2)N1)C(=O)N (2-Phenyl-1H-pyrrolo[2,3-f]isoquinoline-3-carboxylic acid amide). RXN SMILES: [C:1]1([C:7]2[NH:19][C:10]3=[C:11]4[C:16](=[CH:17][CH:18]=[C:9]3[C:8]=2[C:20]([OH:22])=O)[CH:15]=[N:14][CH:13]=[CH:12]4)[CH:6]=[CH:5][CH:4]=[CH:3][CH:2]=1.CC[N:25](C(C)C)C(C)C.CCN=C=NCCCN(C)C.Cl.C1C=CC2N(O)N=NC=2C=1.N>C1COCC1.O.C(OC(=O)C)C>[C:1]1([C:7]2[NH:19][C:10]3=[C:11]4[C:16](=[CH:17][CH:18]=[C:9]3[C:8]=2[C:20]([NH2:25])=[O:22])[CH:15]=[N:14][CH:13]=[CH:12]4)[CH:2]=[CH:3][CH:4]=[CH:5][CH:6]=1 |f:2.3|. Procedure: To a suspension of 2-phenyl-1H-pyrrolo[2,3-f]isoquinoline-3-carboxylic acid G2 (0.25 mmol) in THF (3 mL), DIEA (0.75 mmol) was added. The mixture was cooled to 0° C., EDCI hydrochloride (0.38 mmol) and HOBT.NH3 (0.38 mmol) were added and stirring at rt was maintained overnight. Ethylacetate and water were added, the layers were separated, the aqueous layer was extracted with ethylacetate and the combined organic layers were washed with water and with 1N NaOH. They were then dried (Na2SO4), filte... Reactants: C(C)(C)(C)[SiH2]OC(C1=CC(=NC(=C1)Cl)N)(C)C (4-(tert-Butyl-dimethyl-silanyloxymethyl)-6-chloro-pyridin-2-ylamine), ClC=1SC(=CN1)C#N (2-Chloro-thiazole-5-carbonitrile), C([O-])([O-])=O.[Cs+].[Cs+] (cesium carbonate), CC1(C2=C(C(=CC=C2)P(C3=CC=CC=C3)C4=CC=CC=C4)OC5=C(C=CC=C51)P(C6=CC=CC=C6)C7=CC=CC=C7)C (Xantphos). The reagents and catalysts are C=1C=CC(=CC1)/C=C/C(=O)/C=C/C2=CC=CC=C2.C=1C=CC(=CC1)/C=C/C(=O)/C=C/C2=CC=CC=C2.C=1C=CC(=CC1)/C=C/C(=O)/C=C/C2=CC=CC=C2.[Pd].[Pd] (tris(dibenzylideneacetone)dipalladium). Solvent: O (water), O1CCOCC1 (dioxane). Conditions: time 8 hour. The product is C(C)(C)(C)[SiH2]OC(C1=CC(=NC(=C1)Cl)NC=1SC(=CN1)C#N)(C)C (2-[4-(tert-Butyl-dimethyl-silanyloxymethyl)-6-chloro-pyridin-2-ylamino]-thiazole-5-carbonitrile). As a reaction SMILES: [C:1]([SiH2:5][O:6][C:7]([CH3:17])([CH3:16])[C:8]1[CH:13]=[C:12]([Cl:14])[N:11]=[C:10]([NH2:15])[CH:9]=1)([CH3:4])([CH3:3])[CH3:2].Cl[C:19]1[S:20][C:21]([C:24]#[N:25])=[CH:22][N:23]=1.C(=O)([O-])[O-].[Cs+].[Cs+].CC1(C)C2C(=C(P(C3C=CC=CC=3)C3C=CC=CC=3)C=CC=2)OC2C(P(C3C=CC=CC=3)C3C=CC=CC=3)=CC=CC1=2>O.C1C=CC(/C=C/C(/C=C/C2C=CC=CC=2)=O)=CC=1.C1C=CC(/C=C/C(/C=C/C2C=CC=CC=2)=O)=CC=1.C1C=CC(/C=C/C(/C=C/C2C=CC=CC=2)=O)=CC=1.[Pd].[Pd].O1CCOCC1>[C:1]([SiH2:5][O:6][C:7]([CH3:17])([CH3:16])[C:8]1[CH:13]=[C:12]([Cl:14])[N:11]=[C:10]([NH:15][C:19]2[S:20][C:21]([C:24]#[N:25])=[CH:22][N:23]=2)[CH:9]=1)([CH3:4])([CH3:2])[CH3:3] |f:2.3.4,7.8.9.10.11|. Procedure details: An oven dried flask under N2 was charged with 4-(tert-butyl-dimethyl-silanyloxymethyl)-6-chloro-pyridin-2-ylamine (11-5, 0.488 g, 1.79 mmol), 2-chloro-5-cyanothiazole (1-2, 0.310 g, 2.15 mmol), cesium carbonate (0.816 g, 2.50 mmol), tris(dibenzylideneacetone)dipalladium (0) (0.033 g, 0.040 mmol) and Xantphos (0.062 g, 0.060 mmol). Anhydrous dioxane, 6 mL, was added and the reaction was heated to reflux. After 3 hours the reaction was cooled to room temperature and stirred overnight. The reaction... Reactants: C(#C)N1C2=C(C=3C=C(C=CC13)C)CN(CC2)C (5-ethynyl-2,8-dimethyl-2,3,4,5-tetrahydro-1H-pyrido[4,3-b]indole), BrC=1C=NC2=CC=CC=C2C1 (3-bromoquinoline), CCCC[N+](CCCC)(CCCC)CCCC.[F-] (TBAF), dichloro bis(triphenylphosphine) palladium (II). Solvent: O (water). Yields the product CN1CC2=C(N(C=3C=CC(=CC23)C)C#CC=2C=NC3=CC=CC=C3C2)CC1 (2,8-dimethyl-5-quinolin-3-ylethynyl-2,3,4,5-tetrahydro-1H-pyrido[4,3-b]indole). RXN SMILES: [C:1]([N:3]1[C:11]2[CH:10]=[CH:9][C:8]([CH3:12])=[CH:7][C:6]=2[C:5]2[CH2:13][N:14]([CH3:17])[CH2:15][CH2:16][C:4]1=2)#[CH:2].Br[C:19]1[CH:20]=[N:21][C:22]2[C:27]([CH:28]=1)=[CH:26][CH:25]=[CH:24][CH:23]=2.CCCC[N+](CCCC)(CCCC)CCCC.[F-]>O>[CH3:17][N:14]1[CH2:15][CH2:16][C:4]2[N:3]([C:1]#[C:2][C:19]3[CH:20]=[N:21][C:22]4[C:27]([CH:28]=3)=[CH:26][CH:25]=[CH:24][CH:23]=4)[C:11]3[CH:10]=[CH:9][C:8]([CH3:12])=[CH:7][C:6]=3[C:5]=2[CH2:13]1 |f:2.3|. Procedure details: A mixture of 5-ethynyl-2,8-dimethyl-2,3,4,5-tetrahydro-1H-pyrido[4,3-b]indole (260 mg, 1.160 mmol), 3-bromoquinoline (200 mg, 0.961 mmol), TBAF.3H2O (1.1 g, 3.492 mmol) and dichloro bis(triphenylphosphine) palladium (II) (41 mg, 0.058 mmol) was stirred at 85° C. for 10 min. The reaction mixture was diluted with water and extracted with EtOAc (4×30 mL). The combined organic layer was washed with water (4×30 mL), dried over anhydrous sodium sulfate and concentrated under reduced pressure to afford... Yields the product CCC(=O)NC(=O)CSC(C)=O. Starting materials: CC(O)=S, CCC(=O)NC(=O)CCl, CO, [Na+], [OH-]. Reaction SMILES: [C:3]([CH3:4])(=[S:5])[OH:6].[C:7]([CH2:8][CH3:9])(=[O:10])[NH:11][C:12]([CH2:13][Cl:14])=[O:15].[CH3:16][OH:17].[Na+:2].[OH-:1]>>[C:3]([CH3:4])([S:5][CH2:13][C:12]([NH:11][C:7]([CH2:8][CH3:9])=[O:10])=[O:15])=[O:6]. Reaction SMILES: C(O[C:4](=[O:23])[CH2:5][N:6]1[C:10]([C:11]2[CH:16]=[CH:15][CH:14]=[CH:13][CH:12]=2)=[C:9]([C:17]2[CH:22]=[CH:21][CH:20]=[CH:19][N:18]=2)[CH:8]=[N:7]1)C.[CH2:24]([N:26]([CH2:31][CH3:32])[CH2:27][CH2:28][CH2:29][NH2:30])[CH3:25].O>CCOCC>[CH2:24]([N:26]([CH2:31][CH3:32])[CH2:27][CH2:28][CH2:29][NH:30][C:4](=[O:23])[CH2:5][N:6]1[C:10]([C:11]2[CH:12]=[CH:13][CH:14]=[CH:15][CH:16]=2)=[C:9]([C:17]2[CH:22]=[CH:21][CH:20]=[CH:19][N:18]=2)[CH:8]=[N:7]1)[CH3:25]. Reported procedure: A solution of 10 g (0.032 mol) of ethyl 5-phenyl-4-(2-pyridinyl)pyrazole-1-acetate of example 1 in 15 mL (0.095 mol) of 3-(diethylamino)propanamine was heated at 100° for 3 hr. The excess amine was stripped in vacuo and the residue distributed between water and ether. The ether solution was dried over MgSO4, stripped and applied to 350 g of silica gel in a small amount of methylene chloride. The column was eluted with 20:1 acetone-triethylamine and a light yellow oil was obtained that crystalliz... The product is C(C)N(CCCNC(CN1N=CC(=C1C1=CC=CC=C1)C1=NC=CC=C1)=O)CC (N-[3-(Diethylamino)propyl]-5-phenyl-4-(2-pyridinyl)-1H-pyrazole-1-acetamide). Isolated yield 43.1%. The reactants are O (water), C(C)OC(CN1N=CC(=C1C1=CC=CC=C1)C1=NC=CC=C1)=O (Ethyl-5-phenyl-4-(2-pyridinyl)-1H-pyrazole-1-acetate), C(C)N(CCCN)CC (3-(diethylamino)propanamine), amine. Solvent: CCOCC (ether). Procedure details: Sodium (0.264 mol) was added in portions to ethanol (100 ml). When dissolution had occurred, the mixture was cooled to 0° C. and cysteamine hydrochloride (0.088 mol) was added with stirring. When all of the cysteamine had dissolved, 4-dimethylamino-1-chloro-2-butyne hydrochloride (0.088 mol) in ethanol (100 ml) was added dropwise with stirring whilst maintaining the temperature of the reaction mixture below 10° C. The reaction mixture was allowed to warm to room temperature overnight and evapora... RXN SMILES: [Na].Cl.[NH2:3][CH2:4][CH2:5][SH:6].NCCS.Cl.[CH3:12][N:13]([CH3:19])[CH2:14][C:15]#[C:16][CH2:17]Cl.C(=O)(O)[O-].[Na+]>C(O)C>[CH3:12][N:13]([CH3:19])[CH2:14][C:15]#[C:16][CH2:17][S:6][CH2:5][CH2:4][NH2:3] |f:1.2,4.5,6.7,^1:0|. Run in C(C)O (ethanol), C(C)O (ethanol). Starting materials: C([O-])(O)=O.[Na+] (sodium bicarbonate), Cl.CN(CC#CCCl)C (4-dimethylamino-1-chloro-2-butyne hydrochloride), solution, Cl.NCCS (cysteamine hydrochloride), NCCS (cysteamine), [Na] (Sodium). Reaction conditions: temperature 0 celsius. The yield is 43.7%. Product: CN(CC#CCSCCN)C (2-(4-dimethylamino-but-2-ynylthio)ethylamine). Reactants: N1C=C(C2=CC=CC=C12)C1CCNCC1 (4-(3-indolyl)piperidine), Cl.ClCCCN1CC(CCC1)C1=CC=C(C=C1)OC (1-(3-chloropropyl)-3-(4-methoxyphenyl)piperidine hydrochloride), C([O-])([O-])=O.[K+].[K+] (potassium carbonate). Solvent: C(C)#N (acetonitrile). Product: Cl.N1C=C(C2=CC=CC=C12)C1CCN(CC1)CCCN1CC(CCC1)C1=CC=C(C=C1)OC (1-(1-(3-(4-Indol-3-ylpiperidyl)propyl)-3-piperidyl)-4-methoxybenzene Hydrochloride). Yield: 98.3%. RXN SMILES: [NH:1]1[C:9]2[C:4](=[CH:5][CH:6]=[CH:7][CH:8]=2)[C:3]([CH:10]2[CH2:15][CH2:14][NH:13][CH2:12][CH2:11]2)=[CH:2]1.Cl.[Cl:17][CH2:18][CH2:19][CH2:20][N:21]1[CH2:26][CH2:25][CH2:24][CH:23]([C:27]2[CH:32]=[CH:31][C:30]([O:33][CH3:34])=[CH:29][CH:28]=2)[CH2:22]1.C(=O)([O-])[O-].[K+].[K+]>C(#N)C>[ClH:17].[NH:1]1[C:9]2[C:4](=[CH:5][CH:6]=[CH:7][CH:8]=2)[C:3]([CH:10]2[CH2:15][CH2:14][N:13]([CH2:18][CH2:19][CH2:20][N:21]3[CH2:26][CH2:25][CH2:24][CH:23]([C:27]4[CH:28]=[CH:29][C:30]([O:33][CH3:34])=[CH:31][CH:32]=4)[CH2:22]3)[CH2:12][CH2:11]2)=[CH:2]1 |f:1.2,3.4.5,7.8|. Reported procedure: To a suspended solution of 4-(3-indolyl)piperidine (48 mg, 0.24 mmol) and 1-(3-chloropropyl)-3-(4-methoxyphenyl)piperidine hydrochloride (61 mg, 0.2 mmol) in acetonitrile (13 mL) was added potassium carbonate (111 mg, 0.8 mmol), and the resulting mixture was refluxed for 12 hours. After the precipitated salt was filtered off, the filtrate was concentrated, and the resulting crude product was purified by column chromatography on a silica gel (eluent; chloroform:ammonia-saturated chloroform=10:1→3...